Dataset: the Open Reaction Database (ORD), a public repository of structured organic reaction records. Task: describe an organic reaction: reactants, conditions, products, and yield The reactants are COC(=O)c1ccc(CBr)c(C(F)(F)F)c1, O=C([O-])[O-], CN(C)C1CCNC1, CC(C)=O, [K+], [K+]. Yields the product COC(=O)c1ccc(CN2CCC(N(C)C)C2)c(C(F)(F)F)c1. As a reaction SMILES: [Br:1][CH2:2][c:3]1[c:4]([C:13]([F:14])([F:15])[F:16])[cH:5][c:6]([C:7](=[O:8])[O:9][CH3:10])[cH:11][cH:12]1.[C:25](=[O:26])([O-:27])[O-:28].[CH3:17][N:18]([CH:19]1[CH2:20][NH:21][CH2:22][CH2:23]1)[CH3:24].[CH3:31][C:32](=[O:33])[CH3:34].[K+:29].[K+:30]>>[CH2:2]([c:3]1[c:4]([C:13]([F:14])([F:15])[F:16])[cH:5][c:6]([C:7](=[O:8])[O:9][CH3:10])[cH:11][cH:12]1)[N:21]1[CH2:20][CH:19]([N:18]([CH3:17])[CH3:24])[CH2:23][CH2:22]1. Starting materials: NC1=CC(=CC2=CC(=CC=C12)S(=O)(=O)O)S(=O)(=O)O (1-amino-3,6-naphthalenedisulfonic acid), [OH-].[Na+] (sodium hydroxide), C (charcoal). The solvent is O (water). Product: [Na+].[Na+].NC1=CC(=CC2=CC(=CC=C12)S(=O)(=O)[O-])S(=O)(=O)[O-] (1-amino-3,6-naphthalenedisulfonic acid disodium salt). RXN SMILES: [NH2:1][C:2]1[C:11]2[C:6](=[CH:7][C:8]([S:12]([OH:15])(=[O:14])=[O:13])=[CH:9][CH:10]=2)[CH:5]=[C:4]([S:16]([OH:19])(=[O:18])=[O:17])[CH:3]=1.[OH-].[Na+:21].C>O>[Na+:21].[Na+:21].[NH2:1][C:2]1[C:11]2[C:6](=[CH:7][C:8]([S:12]([O-:15])(=[O:14])=[O:13])=[CH:9][CH:10]=2)[CH:5]=[C:4]([S:16]([O-:19])(=[O:18])=[O:17])[CH:3]=1 |f:1.2,5.6.7|. Procedure details: Approximately 76 g. of 1-amino-3,6-naphthalenedisulfonic acid is added to a solution of 22 g of sodium hydroxide in 100 ml of water. This solution is treated with charcoal filtered through diatomaceous earth and washed with sufficient water to bring the combined filtrate and washings to 200 ml. The filtrate is diluted to 1000 ml with ethanol and after standing the resulting solid is filtered and washed with absolute ethanol and twice with ether. The product is dried overnight giving 1-amino-3,6-... Reactants: C(OC1=CC=CC=C1)(OC1=CC=CC=C1)=O (diphenyl carbonate), CC1=C(O)C=C(C(=C1C)O)C (2,3,5-trimethylhydroquinone), C([O-])([O-])=O.[K+].[K+] (potassium carbonate), N#N (N2), C1(=CC=CC=C1)O (phenol). Product: C(O)(O)=O.CC=1C(=C(C(=C(O)C1)C)C)O (trimethylhydroquinone carbonate). RXN SMILES: [C:1](=[O:16])([O:9]C1C=CC=CC=1)[O:2]C1C=CC=CC=1.[CH3:17][C:18]1[C:24]([CH3:25])=[C:23]([OH:26])[C:22]([CH3:27])=[CH:21][C:19]=1[OH:20].C(=O)([O-])[O-].[K+].[K+].N#N.C1(O)C=CC=CC=1>>[C:1](=[O:2])([OH:16])[OH:9].[CH3:27][C:22]1[C:23]([OH:26])=[C:24]([CH3:25])[C:18]([CH3:17])=[C:19]([CH:21]=1)[OH:20] |f:2.3.4,7.8|. Reported procedure: 21.4g (0.1 mole) of diphenyl carbonate, 18.2g (0.12 mole) of 2,3,5-trimethylhydroquinone and 0.1g of potassium carbonate were heated and stirred under the N2 -gas atmosphere at 150° C for 3 hours. After this, phenol was distilled off and the residue solidified to obtain a glassy solid. Distilled phenol was 105% of calculated quantity. M. P.: 97°-103° C, molecular weight: 975 (calculated value 1047). Starting materials: O(C1=CC=CC=C1)C1=C(C=C(C(=O)O)C=C1S(NC1=C(C=CC=C1)NC(C)=O)(=O)=O)NCC1=CC=CC=C1 (4-phenoxy-3-benzylamino-5-(2-acetamidophenylsulfamoyl)-benzoic acid), [OH-].[Na+] (sodium hydroxide). The product is O(C1=CC=CC=C1)C1=C(C=C(C(=O)O)C=C1S(NC1=C(C=CC=C1)N)(=O)=O)NCC1=CC=CC=C1 (4-phenoxy-3-benzylamino-5-(2-aminophenylsulfamoyl)-benzoic acid). Reaction SMILES: [O:1]([C:8]1[C:16]([S:17](=[O:30])(=[O:29])[NH:18][C:19]2[CH:24]=[CH:23][CH:22]=[CH:21][C:20]=2[NH:25]C(=O)C)=[CH:15][C:11]([C:12]([OH:14])=[O:13])=[CH:10][C:9]=1[NH:31][CH2:32][C:33]1[CH:38]=[CH:37][CH:36]=[CH:35][CH:34]=1)[C:2]1[CH:7]=[CH:6][CH:5]=[CH:4][CH:3]=1.[OH-].[Na+]>>[O:1]([C:8]1[C:16]([S:17](=[O:30])(=[O:29])[NH:18][C:19]2[CH:24]=[CH:23][CH:22]=[CH:21][C:20]=2[NH2:25])=[CH:15][C:11]([C:12]([OH:14])=[O:13])=[CH:10][C:9]=1[NH:31][CH2:32][C:33]1[CH:38]=[CH:37][CH:36]=[CH:35][CH:34]=1)[C:2]1[CH:7]=[CH:6][CH:5]=[CH:4][CH:3]=1 |f:1.2|. Procedure details: The mixture of 2.5 g of 4-phenoxy-3-benzylamino-5-(2-acetamidophenylsulfamoyl)-benzoic acid and 25 ml of 2N aqueous sodium hydroxide is refluxed for four hours under nitrogen. After cooling to room temperature it is filtered, the filtrate acidified with glacial acetic acid to pH = 2 and the precipitate recrystallized from ethanol, to yield the 4-phenoxy-3-benzylamino-5-(2-aminophenylsulfamoyl)-benzoic acid of the formula ##SPC14## Run at time 90 minute. Solvent: ClCCl (dichloromethane). Yields the product FC=1C=C2C(C(=CN(C2=CC1F)C)O)=O (6,7-difluoro-3-hydroxy-l-methyl-4quinolone). As a reaction SMILES: C[O-].[Na+].C([O:12][CH2:13][C:14]([C:16]1[CH:21]=[C:20]([F:22])[C:19]([F:23])=[CH:18][C:17]=1[N:24]([CH3:27])[CH:25]=O)=[O:15])(=O)C1C=CC=CC=1>ClCCl>[F:22][C:20]1[CH:21]=[C:16]2[C:17](=[CH:18][C:19]=1[F:23])[N:24]([CH3:25])[CH:27]=[C:13]([OH:12])[C:14]2=[O:15] |f:0.1|. Starting materials: C[O-].[Na+] (Sodium methoxide), C(C1=CC=CC=C1)(=O)OCC(=O)C1=C(C=C(C(=C1)F)F)N(C=O)C (2-[4,5-difluoro-2-(N-methylformamido)phenyl]-2oxoethyl benzoate). Reported procedure: Sodium methoxide (4.37 g) was added to a solution of 2-[4,5-difluoro-2-(N-methylformamido)phenyl]-2oxoethyl benzoate (11.2 g) in dichloromethane (840 ml) at 0° under nitrogen and the mixture stirred for 90 minutes. The mixture was extracted with water (11) and then aqueous sodium hydroxide (5M, 2×100 ml). The combined extracts were acidified with hydrochloric acid (5M, 250 ml). The precipitate was collected by filtration and washed with water (100 ml) to give the novel compound 6,7-difluoro-3-hy... The reactants are CC(=O)NCc1cc([N+](=O)[O-])ccc1OCC(N)=O, O=C([O-])[O-], CN1CCCC1=O, CCOC(C)=O, [K+], [K+]. Yields the product CC(=O)NCc1cc([N+](=O)[O-])ccc1N. Reaction SMILES: [C:1]([CH3:2])(=[O:3])[NH:4][CH2:5][c:6]1[c:7]([O:8][CH2:9][C:10]([NH2:11])=[O:12])[cH:13][cH:14][c:15]([N+:17](=[O:18])[O-:19])[cH:16]1.[C:20](=[O:21])([O-:22])[O-:23].[CH3:26][N:27]1[CH2:28][CH2:29][CH2:30][C:31]1=[O:32].[CH3:33][CH2:34][O:35][C:36](=[O:37])[CH3:38].[K+:24].[K+:25]>>[C:1]([CH3:2])(=[O:3])[NH:4][CH2:5][c:6]1[c:7]([NH2:27])[cH:13][cH:14][c:15]([N+:17](=[O:18])[O-:19])[cH:16]1. Reactants: O=[N+]([O-])c1ccc(Cl)nc1, [H-], [Na+], CN(C)C=O, OCC(F)(F)F. Product: O=[N+]([O-])c1ccc(OCC(F)(F)F)nc1. RXN SMILES: [Cl:9][c:10]1[n:11][cH:12][c:13]([N+:16](=[O:17])[O-:18])[cH:14][cH:15]1.[H-:1].[Na+:2].[O:19]=[CH:20][N:21]([CH3:22])[CH3:23].[OH:3][CH2:4][C:5]([F:6])([F:7])[F:8]>>[O:3]([CH2:4][C:5]([F:6])([F:7])[F:8])[c:10]1[n:11][cH:12][c:13]([N+:16](=[O:17])[O-:18])[cH:14][cH:15]1. Starting materials: O=C([O-])O, COC(OC)c1nc(-c2ccc3nn(C)nc3c2)c(-c2cccc(C)n2)[nH]1, Cl, [Na+], C1CCOC1, O. Product: Cc1cccc(-c2[nH]c(C=O)nc2-c2ccc3nn(C)nc3c2)n1. RXN SMILES: [C:30](=[O:31])([O-:32])[OH:33].[CH3:1][O:2][CH:3]([c:4]1[nH:5][c:6](-[c:19]2[n:20][c:21]([CH3:25])[cH:22][cH:23][cH:24]2)[c:7](-[c:9]2[cH:10][c:11]3[c:12]([n:13][n:14]([CH3:16])[n:15]3)[cH:17][cH:18]2)[n:8]1)[O:26][CH3:27].[ClH:28].[Na+:34].[O:35]1[CH2:36][CH2:37][CH2:38][CH2:39]1.[OH2:29]>>[O:2]=[CH:3][c:4]1[nH:5][c:6](-[c:19]2[n:20][c:21]([CH3:25])[cH:22][cH:23][cH:24]2)[c:7](-[c:9]2[cH:10][c:11]3[c:12]([n:13][n:14]([CH3:16])[n:15]3)[cH:17][cH:18]2)[n:8]1.